This data is from the Open Reaction Database (ORD), a public repository of structured organic reaction records. The task is: describe an organic reaction: reactants, conditions, products, and yield The reactants are CCOC(C)=O, CC=Cc1cnc2c(N)nc3cc(C)ccc3c2c1, CO, [H][H]. Product: CCCc1cnc2c(N)nc3cc(C)ccc3c2c1. Reaction SMILES: [C:24]([O:25][CH2:26][CH3:27])(=[O:28])[CH3:29].[CH3:1][c:2]1[cH:3][c:4]2[c:5]([c:6]3[cH:7][c:8]([CH:15]=[CH:16][CH3:17])[cH:9][n:10][c:11]3[c:12]([NH2:14])[n:13]2)[cH:18][cH:19]1.[CH3:22][OH:23].[H:20][H:21]>>[CH3:1][c:2]1[cH:3][c:4]2[c:5]([c:6]3[cH:7][c:8]([CH2:15][CH2:16][CH3:17])[cH:9][n:10][c:11]3[c:12]([NH2:14])[n:13]2)[cH:18][cH:19]1.